Dataset: the Open Reaction Database (ORD), a public repository of structured organic reaction records. Task: describe an organic reaction: reactants, conditions, products, and yield The reactants are C(C)S(=O)(=O)CC(C(C)(C)NC(C1=CC(=CC(=C1)Cl)Cl)=O)=O (3-(3',5'-dichlorobenzoylamino)-2-oxo-3-methylbutyl ethyl sulfone), BrBr (bromine). The reagents and catalysts are BrBr (bromine). Run in C(Cl)Cl (methylene chloride). The product is C(C)S(=O)(=O)C(C(C(C)(C)NC(C1=CC(=CC(=C1)Cl)Cl)=O)=O)Br (1-Bromo-3-(3',5'-Dichlorobenzoylamino)-2-oxo-3-methylbutyl ethyl sulfone). Isolated yield 66.6%. Reaction SMILES: [CH2:1]([S:3]([CH2:6][C:7](=[O:22])[C:8]([NH:11][C:12](=[O:21])[C:13]1[CH:18]=[C:17]([Cl:19])[CH:16]=[C:15]([Cl:20])[CH:14]=1)([CH3:10])[CH3:9])(=[O:5])=[O:4])[CH3:2].[Br:23]Br>C(Cl)Cl.BrBr>[CH2:1]([S:3]([CH:6]([Br:23])[C:7](=[O:22])[C:8]([NH:11][C:12](=[O:21])[C:13]1[CH:14]=[C:15]([Cl:20])[CH:16]=[C:17]([Cl:19])[CH:18]=1)([CH3:10])[CH3:9])(=[O:5])=[O:4])[CH3:2]. Procedure: N-(3'-Ethylthio-1',1'-dimethylacetonyl)-3,5-dichlorobenzamide (5.0 gm, 0.015 m) was taken in chloroform (200 ml) and meta-chloroperbenzoic acid (7.8 gm, 0.045 m) was added with stirring at room temperature for about 16 hours. The reaction mixture was transferred, with the use of ether (200 ml) as a rinse, to a separatory funnel. The organic solution was washed sequentially with sodium sulfite (2×100 ml), sodium bicarbonate (200 ml), water (100 ml) and brine (200 ml). The solvent was removed afte...